This data is from the Open Reaction Database (ORD), a public repository of structured organic reaction records. The task is: describe an organic reaction: reactants, conditions, products, and yield The reactants are BrCc1ccccc1, Cc1c(Br)ccc(O)c1[N+](=O)[O-], O=C([O-])[O-], CC(C)=O, [K+], [K+]. The product is Cc1c(Br)ccc(OCc2ccccc2)c1[N+](=O)[O-]. RXN SMILES: [Br:13][CH2:14][c:15]1[cH:16][cH:17][cH:18][cH:19][cH:20]1.[Br:1][c:2]1[c:3]([CH3:12])[c:4]([N+:9](=[O:10])[O-:11])[c:5]([OH:8])[cH:6][cH:7]1.[C:21](=[O:22])([O-:23])[O-:24].[CH3:27][C:28](=[O:29])[CH3:30].[K+:25].[K+:26]>>[Br:1][c:2]1[c:3]([CH3:12])[c:4]([N+:9](=[O:10])[O-:11])[c:5]([O:8][CH2:14][c:15]2[cH:16][cH:17][cH:18][cH:19][cH:20]2)[cH:6][cH:7]1. Reactants: BrC(Br)(Br)Br, ClCCl, CC(C)(C)OC(=O)N1CCC(NC(=O)COCCO)C1. The product is CC(C)(C)OC(=O)N1CCC(NC(=O)COCCBr)C1. RXN SMILES: [C:21]([Br:22])([Br:23])([Br:24])[Br:25].[Cl:26][CH2:27][Cl:28].[OH:1][CH2:2][CH2:3][O:4][CH2:5][C:6](=[O:7])[NH:8][CH:9]1[CH2:10][N:11]([C:14](=[O:15])[O:16][C:17]([CH3:18])([CH3:19])[CH3:20])[CH2:12][CH2:13]1>>[CH2:2]([CH2:3][O:4][CH2:5][C:6](=[O:7])[NH:8][CH:9]1[CH2:10][N:11]([C:14](=[O:15])[O:16][C:17]([CH3:18])([CH3:19])[CH3:20])[CH2:12][CH2:13]1)[Br:22].